From a dataset of the Open Reaction Database (ORD), a public repository of structured organic reaction records. describe an organic reaction: reactants, conditions, products, and yield The reactants are O1C2C1CCC=CCCC=CCC2 (1,2-epoxy-5,9-cyclododecadiene), [H][H] (hydrogen). Reagents/catalysts: [Pd] (palladium). Product: O1C2C1CCCCCCCCCC2 (epoxycyclododecane). Reaction SMILES: [O:1]1[CH:3]2[CH2:4][CH2:5][CH:6]=[CH:7][CH2:8][CH2:9][CH:10]=[CH:11][CH2:12][CH2:13][CH:2]12.[H][H]>[Pd]>[O:1]1[CH:3]2[CH2:4][CH2:5][CH2:6][CH2:7][CH2:8][CH2:9][CH2:10][CH2:11][CH2:12][CH2:13][CH:2]12. Reported procedure: As a process for producing cyclododecanone and cyclododecanol by a catalytic reaction of epoxycyclododecane compounds with hydrogen, J. Mol. Catal., Vol 169, pp 95-103 (1991) discloses a catalytic hydrogenating reaction of 2-epoxy-5,9-cyclododecadiene with hydrogen. In this reaction of the reference, 1,2-epoxy-5,9-cyclododecadiene is brought into contact with hydrogen in the presence of a palladium-carrying catalyst at a reaction temperature of 90° C. under a hydrogen gas pressure of 1,275 kPa (... Reactants: C([O-])([O-])=O.[Na+].[Na+] (sodium carbonate), O1CCCC=C1 (3,4-dihydro-2H-pyran), S(O)(O)(=O)=O (sulfuric acid), C#CC1=CC=C(C=C1)O (Poly(p-hydroxystyrene)). Solvent: C(OC)COC (dimethoxyethane), O (water). Reaction conditions: time 15 hour. The product is O1C(CCCC1)OC1=CC=C(C=C)C=C1.OC1=CC=C(C=C)C=C1 (p-tetrahydropyranyloxystyrene p-hydroxystyrene). As a reaction SMILES: [CH:1]#[C:2][C:3]1[CH:8]=[CH:7][C:6]([OH:9])=[CH:5][CH:4]=1.[O:10]1[CH:15]=[CH:14][CH2:13][CH2:12][CH2:11]1.S(=O)(=O)(O)O.C(=O)([O-])[O-].[Na+].[Na+]>C(COC)OC.O>[O:10]1[CH2:15][CH2:14][CH2:13][CH2:12][CH:11]1[O:9][C:6]1[CH:7]=[CH:8][C:3]([CH:2]=[CH2:1])=[CH:4][CH:5]=1.[OH:9][C:6]1[CH:7]=[CH:8][C:3]([CH:2]=[CH2:1])=[CH:4][CH:5]=1 |f:3.4.5,8.9|. Procedure details: Poly(p-hydroxystyrene) (weight average molecular weight: 9,600) in an amount of 9 g was dissolved in 100 ml of dimethoxyethane, and thereto 12.6 g of 3,4-dihydro-2H-pyran and 0.5 ml of sulfuric acid were added. This solution was stirred for 15 hours at 30°-40° C. After the reaction was completed, the reaction solution was concentrated under reduced pressure. The residue obtained was neutralized with sodium carbonate, and then poured into water to precipitate crystals. The crystals were filtered ... Reactants: COC(CCC1=NC2=C(N1)C=C(C(=C2)Br)Cl)=O (3-(5-bromo-6-chloro-1H-benzimidazol-2-yl)-propionic acid methyl ester), COC(CCC1=NC2=C(N1)C=C(C(=C2)Br)Cl)=O (3-(5-bromo-6-chloro-1H-benzimidazol-2-yl)-propionic acid methyl ester), C(=O)([O-])[O-].[K+].[K+] (K2CO3), C1(=CC=CC=C1)B(O)O (phenylboronic acid). The reagents and catalysts are C=1C=CC(=CC1)[P](C=2C=CC=CC2)(C=3C=CC=CC3)[Pd]([P](C=4C=CC=CC4)(C=5C=CC=CC5)C=6C=CC=CC6)([P](C=7C=CC=CC7)(C=8C=CC=CC8)C=9C=CC=CC9)[P](C=1C=CC=CC1)(C=1C=CC=CC1)C=1C=CC=CC1 (Pd(PPh3)4). Solvent: COCCOC (DME). Reaction conditions: temperature 85 celsius, time 10 hour. Yields the product ClC=1C(=CC2=C(NC(=N2)CCC(=O)O)C1)C1=CC=CC=C1 (3-(6-Chloro-5-phenyl-1H-benzimidazol-2-yl)-propionic acid). RXN SMILES: [C:1]1(B(O)O)[CH:6]=[CH:5][CH:4]=[CH:3][CH:2]=1.C[O:11][C:12](=[O:26])[CH2:13][CH2:14][C:15]1[NH:19][C:18]2[CH:20]=[C:21]([Cl:25])[C:22](Br)=[CH:23][C:17]=2[N:16]=1.C([O-])([O-])=O.[K+].[K+]>COCCOC.C1C=CC([P]([Pd]([P](C2C=CC=CC=2)(C2C=CC=CC=2)C2C=CC=CC=2)([P](C2C=CC=CC=2)(C2C=CC=CC=2)C2C=CC=CC=2)[P](C2C=CC=CC=2)(C2C=CC=CC=2)C2C=CC=CC=2)(C2C=CC=CC=2)C2C=CC=CC=2)=CC=1>[Cl:25][C:21]1[C:22]([C:1]2[CH:6]=[CH:5][CH:4]=[CH:3][CH:2]=2)=[CH:23][C:17]2[N:16]=[C:15]([CH2:14][CH2:13][C:12]([OH:11])=[O:26])[NH:19][C:18]=2[CH:20]=1 |f:2.3.4,^1:42,44,63,82|. Reported procedure: A 4 mL vial with a septum cap and a stirring bar was charged with phenylboronic acid (4.5 mg, 0.037 mmol) and Pd(PPh3)4 (2.0 mg, 5 mol %) and was purged briefly with N2. A solution of 3-(5-bromo-6-chloro-1H-benzimidazol-2-yl)-propionic acid methyl ester (Intermediate 9, 10.0 mg, 0.032 mmol) in DME (200 uL) was added to the vial, followed 1M aqueous K2CO3 (100 uL). The resulting mixture was stirred at 85° C. for 10 h. The mixture was allowed to cool down to rt, and was partitioned with EtOAc (1 m... The reactants are O=C([O-])[O-], CN(C)C=O, Fc1ccc2c(CCCCl)noc2c1, [I-], [K+], [K+], [K+], c1ccc(CCCC2CCNCC2)cc1. Product: Cl, Fc1ccc2c(CCCN3CCC(CCCc4ccccc4)CC3)noc2c1. As a reaction SMILES: [C:30](=[O:31])([O-:32])[O-:33].[CH3:38][N:39]([CH3:40])[CH:41]=[O:42].[Cl:16][CH2:17][CH2:18][CH2:19][c:20]1[n:21][o:22][c:23]2[c:24]1[cH:25][cH:26][c:27]([F:29])[cH:28]2.[I-:37].[K+:34].[K+:35].[K+:36].[c:1]1([CH2:7][CH2:8][CH2:9][CH:10]2[CH2:11][CH2:12][NH:13][CH2:14][CH2:15]2)[cH:2][cH:3][cH:4][cH:5][cH:6]1>>[ClH:16].[c:1]1([CH2:7][CH2:8][CH2:9][CH:10]2[CH2:11][CH2:12][N:13]([CH2:17][CH2:18][CH2:19][c:20]3[n:21][o:22][c:23]4[c:24]3[cH:25][cH:26][c:27]([F:29])[cH:28]4)[CH2:14][CH2:15]2)[cH:2][cH:3][cH:4][cH:5][cH:6]1. Starting materials: CC1Cc2cccc(S(=O)(=O)NC(C)(C)C)c2S1, [Li]CCCC, CCCCCC, C[Si](C)(C)Cl, Cl, C1CCOC1. Product: CC1Cc2ccc([Si](C)(C)C)c(S(=O)(=O)NC(C)(C)C)c2S1. Reaction SMILES: [C:1]([CH3:2])([CH3:3])([CH3:4])[NH:5][S:6](=[O:7])(=[O:8])[c:9]1[cH:10][cH:11][cH:12][c:13]2[c:14]1[S:15][CH:16]([CH3:18])[CH2:17]2.[CH2:19]([Li:20])[CH2:21][CH2:22][CH3:23].[CH3:35][CH2:36][CH2:37][CH2:38][CH2:39][CH3:40].[Cl:24][Si:25]([CH3:26])([CH3:27])[CH3:28].[ClH:29].[O:30]1[CH2:31][CH2:32][CH2:33][CH2:34]1>>[C:1]([CH3:2])([CH3:3])([CH3:4])[NH:5][S:6](=[O:7])(=[O:8])[c:9]1[c:10]([Si:25]([CH3:26])([CH3:27])[CH3:28])[cH:11][cH:12][c:13]2[c:14]1[S:15][CH:16]([CH3:18])[CH2:17]2. The reactants are C(CCC)(=O)C1C(CC(CC1=O)C1CC2C(CC1)O2)=O (2-butyryl-5-(3,4-epoxycyclohexyl)-cyclohexane-1,3-dione), C(C)ON (ethoxyamine). The solvent is CO (methanol). The product is C(C)ON=C(CCC)C=1C(CC(CC1O)C1CC2C(CC1)O2)=O (2-(1-Ethoxyiminobutyl)-5-(3,4-epoxycyclohexyl)-3-hydroxycyclohex-2-en-1-one). Reaction SMILES: [C:1]([CH:6]1[C:11](=[O:12])[CH2:10][CH:9]([CH:13]2[CH2:18][CH2:17][CH:16]3[O:19][CH:15]3[CH2:14]2)[CH2:8][C:7]1=[O:20])(=O)[CH2:2][CH2:3][CH3:4].[CH2:21]([O:23][NH2:24])[CH3:22]>CO>[CH2:21]([O:23][N:24]=[C:1]([C:6]1[C:11](=[O:12])[CH2:10][CH:9]([CH:13]2[CH2:18][CH2:17][CH:16]3[O:19][CH:15]3[CH2:14]2)[CH2:8][C:7]=1[OH:20])[CH2:2][CH2:3][CH3:4])[CH3:22]. Procedure: 3.5 parts by weight of 2-butyryl-5-(3,4-epoxycyclohexyl)-cyclohexane-1,3-dione and 0.8 part by weight of ethoxyamine in 100 parts by volume of methanol were stirred for 16 hours at room temperature. The solvent was distilled off under reduced pressure, the residue was dissolved in dichloromethane, the solution was washed with 5% strength by weight hydrochloric acid and water and dried over sodium sulfate, and the solvent was distilled off under reduced pressure. 2-(1-Ethoxyiminobutyl)-5-(3,4-epo... Reactants: FC1=C(C=C(C(=C1)F)F)O (2,4,5-Trifluorophenol), C(C)(C)(C)OC(=O)N1CCN(CC1)C=1C(=NC=CN1)OCCO (2-[3-(4-tert-butoxycarbonyl-1-piperazinyl)-pyrazinyloxy]ethanol), CN(C)C(=O)/N=N/C(=O)N(C)C (TMAD), C1(=CC=CC=C1)P(C1=CC=CC=C1)C1=CC=CC=C1 (triphenylphosphine), ClCCl (dichloromethane). The product is Cl.N1(CCNCC1)C=1C(N(C=CN1)CCOC1=C(C=C(C(=C1)F)F)F)=O (3-(1-Piperazinyl)-1-[2-(2,4,5-trifluorophenoxy)ethyl]-2(1H)-pyrazinone, Hydrochloride). The yield is 58.0%. Reaction SMILES: [F:1][C:2]1[CH:7]=[C:6]([F:8])[C:5]([F:9])=[CH:4][C:3]=1[OH:10].C(OC([N:18]1[CH2:23][CH2:22][N:21]([C:24]2[C:25]([O:30]CCO)=[N:26][CH:27]=[CH:28][N:29]=2)[CH2:20][CH2:19]1)=O)(C)(C)C.CN(C(/N=N/C(N(C)C)=O)=O)C.[C:46]1(P(C2C=CC=CC=2)C2C=CC=CC=2)C=CC=C[CH:47]=1.[Cl:65]CCl>>[ClH:65].[N:21]1([C:24]2[C:25](=[O:30])[N:26]([CH2:46][CH2:47][O:10][C:3]3[CH:4]=[C:5]([F:9])[C:6]([F:8])=[CH:7][C:2]=3[F:1])[CH:27]=[CH:28][N:29]=2)[CH2:20][CH2:19][NH:18][CH2:23][CH2:22]1 |f:5.6|. Procedure details: 2,4,5-Trifluorophenol (533 mg, 3.60 mmol), 2-[3-(4-tert-butoxycarbonyl-1-piperazinyl)-pyrazinyloxy]ethanol (972 mg, 3.00 mmol), TMAD (619 mg, 3.60 mmol) and polymer-bound triphenylphosphine (Fluka) (1.2 g, 3.6 mmol) were shaken in dichloromethane (10 mL) under nitrogen for about 21 h. The polymer was filtered off and washed with dichloromethane. The solvent was evaporated and the residue was dissolved in CHCl3 and washed with 1 M Na2CO3 and brine. Removal of solvent in vacuo and purification of ...